This data is from the Open Reaction Database (ORD), a public repository of structured organic reaction records. The task is: describe an organic reaction: reactants, conditions, products, and yield Starting materials: O (water), BrC1=CC=CC(=N1)C(C)=O (1-(6-bromo-pyridin-2-yl)-ethanone), BrC1=NSC(=C1Br)NC(=O)[C@H]1[C@@H](C1)C ((1R,2R)-2-methyl-cyclopropanecarboxylic acid (3,4-dibromo-isothiazol-5-yl)-amide). Yields the product BrC1=CC=CC(=N1)C(C)(C)O (2-(6-bromo-pyridin-2-yl)-propan-2-ol). Reported procedure: Add a solution of methyl magnesium bromide (3.0; M, 9.7; mL, 29.09; mmol) in tetrahydrofuran dropwise over 20; min to a cooled solution of 1-(6-bromo-pyridin-2-yl)-ethanone (5; g, 24.25; mmol) in anhydrous tetrahydrofuran (48.5; mL) at 0° C. Upon completion of the reaction, add water (exothermic), dilute with ethyl acetate (50; mL) and separate the layers. Extract the aqueous layer once with ethyl acetate (50; mL). Dry the combined organic layers over sodium sulfate, filter and concentrate to gi... Solvent: O1CCCC1 (tetrahydrofuran), O1CCCC1 (tetrahydrofuran), C(C)(=O)OCC (ethyl acetate). Isolated yield 98.0%. As a reaction SMILES: Br[C:2]1C(Br)=C(NC([C@@H]2C[C@H]2C)=O)SN=1.[Br:15][C:16]1[N:21]=[C:20]([C:22](=[O:24])[CH3:23])[CH:19]=[CH:18][CH:17]=1.O>O1CCCC1.C(OCC)(=O)C>[Br:15][C:16]1[N:21]=[C:20]([C:22]([OH:24])([CH3:2])[CH3:23])[CH:19]=[CH:18][CH:17]=1. Reactants: [N+](=O)([O-])C1=C(C=CC=C1)S(=O)(=O)N (2-nitrobenzene-sulfonamide), CSC(=NC#N)SC (dimethyl N-cyanodithioiminocarbonate), C(=O)([O-])[O-].[K+].[K+] (K2CO3). Run in CC(=O)C (acetone). Reaction conditions: time 1 hour. The product is C(#N)N=C(NS(=O)(=O)C1=C(C=CC=C1)[N+](=O)[O-])SC (N'-Cyano-N-(2-nitrophenylsulfonyl)-S-methylisothiourea). Yield: 54.9%. Reaction SMILES: [N+:1]([C:4]1[CH:9]=[CH:8][CH:7]=[CH:6][C:5]=1[S:10]([NH2:13])(=[O:12])=[O:11])([O-:3])=[O:2].[CH3:14][S:15][C:16](SC)=[N:17][C:18]#[N:19].C([O-])([O-])=O.[K+].[K+]>CC(C)=O>[C:18]([N:17]=[C:16]([S:15][CH3:14])[NH:13][S:10]([C:5]1[CH:6]=[CH:7][CH:8]=[CH:9][C:4]=1[N+:1]([O-:3])=[O:2])(=[O:11])=[O:12])#[N:19] |f:2.3.4|. Procedure: A mixture of 2.02 g (10.0 mmol) of 2-nitrobenzene-sulfonamide, 1.46 g (10.0 mmol) of dimethyl N-cyanodithioiminocarbonate and 1.38 g (10.0 mmol) of powdered, anhydrous K2CO3 in 16 ml of acetone was heated at reflux for 20 hours. The reaction mixture was filtered and the solid collected was washed several times with acetone. The filtrate was evaporated and the orange oily residue was triturated with ether to afford a solid. The solid was collected by filtration, washed with ether and suspended in... Starting materials: CCCCn1ccnc1, [O-]Cl, [Cu]I, CNC(=O)c1cc(Br)cc(C)c1N, [Na+], [Na+], N#C[Na], [OH-], O, Cc1cc(C)cc(C)c1. Product: CNC(=O)c1cc(C#N)cc(C)c1N. Reaction SMILES: [CH2:31]([n:32]1[cH:33][cH:34][n:35][cH:36]1)[CH2:37][CH2:38][CH3:39].[Cl:1][O-:2].[Cu:40][I:41].[NH2:6][c:7]1[c:8]([C:9](=[O:10])[NH:11][CH3:12])[cH:13][c:14]([Br:18])[cH:15][c:16]1[CH3:17].[Na+:3].[Na+:5].[Na:28][C:29]#[N:30].[OH-:4].[OH2:42].[c:19]1([CH3:20])[cH:21][c:22]([CH3:23])[cH:24][c:25]([CH3:26])[cH:27]1>>[NH2:6][c:7]1[c:8]([C:9](=[O:10])[NH:11][CH3:12])[cH:13][c:14]([C:29]#[N:30])[cH:15][c:16]1[CH3:17]. Starting materials: CC(C)N, CO, CNC(=O)c1ccc(OCC(O)CNC(C)COc2ccc3c(c2)C(=O)NC(C)(C)O3)cc1. The product is CNC(=O)c1ccc(OCC(O)CNC(C)COc2ccc(O)c(C(N)=O)c2)cc1. Reaction SMILES: [CH3:1][CH:2]([NH2:3])[CH3:4].[CH3:38][OH:39].[CH3:5][C:6]1([CH3:37])[O:7][c:8]2[c:9]([cH:13][c:14]([O:17][CH2:18][CH:19]([CH3:20])[NH:21][CH2:22][CH:23]([CH2:24][O:25][c:26]3[cH:27][cH:28][c:29]([C:32]([NH:33][CH3:34])=[O:35])[cH:30][cH:31]3)[OH:36])[cH:15][cH:16]2)[C:10](=[O:12])[NH:11]1>>[OH:7][c:8]1[c:9]([C:10]([NH2:11])=[O:12])[cH:13][c:14]([O:17][CH2:18][CH:19]([CH3:20])[NH:21][CH2:22][CH:23]([CH2:24][O:25][c:26]2[cH:27][cH:28][c:29]([C:32]([NH:33][CH3:34])=[O:35])[cH:30][cH:31]2)[OH:36])[cH:15][cH:16]1. Reactants: C1(=CC=C(C=C1)NCCCC(=O)OCC)C1=CC=CC=C1 (ethyl 4-(biphenyl-4-yl)aminobutyrate), C(C)N(C(C)C)C(C)C (ethyldiisopropylamine), ClC1=CC=C(C(=O)Cl)C=C1 (p-chlorobenzoyl chloride). The solvent is C1=CC=CC=C1 (benzene). Product: ClC1=CC=C(C(=O)N(C2=CC=C(C=C2)C2=CC=CC=C2)CCCC(=O)OCC)C=C1 (ethyl 4-[p-chloro-N-(biphenyl-4-yl)benzamido]butyrate). Yield: 63.1%. As a reaction SMILES: [C:1]1([C:16]2[CH:21]=[CH:20][CH:19]=[CH:18][CH:17]=2)[CH:6]=[CH:5][C:4]([NH:7][CH2:8][CH2:9][CH2:10][C:11]([O:13][CH2:14][CH3:15])=[O:12])=[CH:3][CH:2]=1.C(N(C(C)C)C(C)C)C.[Cl:31][C:32]1[CH:40]=[CH:39][C:35]([C:36](Cl)=[O:37])=[CH:34][CH:33]=1>C1C=CC=CC=1>[Cl:31][C:32]1[CH:40]=[CH:39][C:35]([C:36]([N:7]([CH2:8][CH2:9][CH2:10][C:11]([O:13][CH2:14][CH3:15])=[O:12])[C:4]2[CH:5]=[CH:6][C:1]([C:16]3[CH:17]=[CH:18][CH:19]=[CH:20][CH:21]=3)=[CH:2][CH:3]=2)=[O:37])=[CH:34][CH:33]=1. Procedure details: Analogously to Example 47b), 10.0 g of ethyl 4-(biphenyl-4-yl)aminobutyrate and 4.6 g of ethyldiisopropylamine in 70 ml of benzene are reacted with 6.2 g of p-chlorobenzoyl chloride to obtain 9.4 g (62.9% of theory) of ethyl 4-[p-chloro-N-(biphenyl-4-yl)benzamido]butyrate as a viscous non-distillable oil. Saponification of this ester, analogously to Example 47c), yields 7.0 g (79.7% of theory) of 4-[p-chloro-N-(biphenyl-4-yl)-benzamido]butyric acid, MP 192° to 194°.